This data is from the Open Reaction Database (ORD), a public repository of structured organic reaction records. The task is: describe an organic reaction: reactants, conditions, products, and yield The reactants are CCOC(=O)C1CCCC1N=CCN(C)C, CS(=O)(=O)Nc1ccc2c(c1)S(=O)(=O)N=C(CC(=O)O)N2, CN(C)C=O, C(=NC1CCCCC1)=NC1CCCCC1, ClCCl. Yields the product CCOC(=O)C1CCCC1N(CCN(C)C)C(=O)CC1=NS(=O)(=O)c2cc(NS(C)(=O)=O)ccc2N1. Reaction SMILES: [CH2:22]([CH3:23])[O:24][C:25](=[O:26])[CH:27]1[CH:28]([N:32]=[CH:33][CH2:34][N:35]([CH3:36])[CH3:37])[CH2:29][CH2:30][CH2:31]1.[CH3:1][S:2](=[O:3])(=[O:4])[NH:5][c:6]1[cH:7][c:8]2[c:9]([cH:20][cH:21]1)[NH:10][C:11]([CH2:16][C:17](=[O:18])[OH:19])=[N:12][S:13]2(=[O:14])=[O:15].[CH3:56][N:57]([CH3:58])[CH:59]=[O:60].[CH:38]1([N:39]=[C:40]=[N:41][CH:42]2[CH2:43][CH2:44][CH2:45][CH2:46][CH2:47]2)[CH2:48][CH2:49][CH2:50][CH2:51][CH2:52]1.[Cl:53][CH2:54][Cl:55]>>[CH3:1][S:2](=[O:3])(=[O:4])[NH:5][c:6]1[cH:7][c:8]2[c:9]([cH:20][cH:21]1)[NH:10][C:11]([CH2:16][C:17](=[O:19])[N:32]([CH:28]1[CH:27]([C:25]([O:24][CH2:22][CH3:23])=[O:26])[CH2:31][CH2:30][CH2:29]1)[CH2:33][CH2:34][N:35]([CH3:36])[CH3:37])=[N:12][S:13]2(=[O:14])=[O:15].